Dataset: the Open Reaction Database (ORD), a public repository of structured organic reaction records. Task: describe an organic reaction: reactants, conditions, products, and yield Reactants: C1(=CC=CC=C1)B(O)O (phenylboronic acid), arylboronic acid pinacol ester, pinacol ester, [B]1OC(C(O1)(C)C)(C)C (pinacolborane), IC1=CC2=C(C=C1)OCO2 (1-iodo-3,4-methylenedioxybenzene), pinacol ester, C1(=CC=CC=C1)B(O)O (phenylboronic acid), O1COC2=C1C=CC=C2 (1,3-benzodioxole), O1COC2=C1C=CC=C2 (1,3-benzodioxole), arylboronic acid pinacol ester. Reagents/catalysts: C1=CC=C(C=C1)P([C-]2C=CC=C2)C3=CC=CC=C3.C1=CC=C(C=C1)P([C-]2C=CC=C2)C3=CC=CC=C3.Cl[Pd]Cl.[Fe+2] (PdCl2(dppf)). Solvent: C(C)N(CC)CC (triethylamine), O1CCOCC1 (dioxane), C(Cl)Cl (CH2Cl2), C(C)N(CC)CC (triethylamine). Run at temperature 80 celsius, time 16 hour. The product is CC1(OB(OC1(C)C)C1=CC2=C(OCO2)C=C1)C (5-(4,4,5,5-Tetramethyl-1,3,2-dioxaborolan-2-yl)-1,3-benzodioxole). RXN SMILES: [B]1[O:5][C:4]([CH3:7])([CH3:6])[C:3]([CH3:9])([CH3:8])[O:2]1.I[C:11]1[CH:16]=[CH:15][C:14]2[O:17][CH2:18][O:19][C:13]=2[CH:12]=1.O1C2C=CC=CC=2OC1.C1([B:35](O)O)C=CC=CC=1>C1C=CC(P(C2C=CC=CC=2)[C-]2C=CC=C2)=CC=1.C1C=CC(P(C2C=CC=CC=2)[C-]2C=CC=C2)=CC=1.Cl[Pd]Cl.[Fe+2].C(N(CC)CC)C.O1CCOCC1.C(Cl)Cl>[CH3:8][C:3]1([CH3:9])[C:4]([CH3:7])([CH3:6])[O:5][B:35]([C:11]2[CH:16]=[CH:15][C:14]3[O:17][CH2:18][O:19][C:13]=3[CH:12]=2)[O:2]1 |f:4.5.6.7,^1:0|. Reported procedure: To 25.1 mg PdCl2(dppf).CH2Cl2 in a reaction tube under nitrogen were added 4 ml dioxane, 0.42 ml (3 mmol) triethylamine, 0.16 ml (1.1 mmol) pinacolborane and 256 mg (1.03 mmol) 1-iodo-3,4-methylenedioxybenzene. The reaction solution was warmed to 80° C., with stirring, for 16 h in an oil bath. An aliquot (ca. 0.25 ml) of the reaction solution was removed, extracted into ethyl acetate and washed several times with water and brine solution and analysed by gc (fid detector, SGE HT5 capillary column... The reactants are O (water), COC1=CC=CC(=N1)N(C(=O)Cl)C (N-(6-methoxy-2-pyridyl)-N-methylcarbamoylchloride), C(C)(C)C1=CC=C(C=C1)O (4-isopropylphenol), C([O-])([O-])=O.[K+].[K+] (potassium carbonate). The solvent is C(C)C(=O)C (methyl ethyl ketone). The product is COC1=CC=CC(=N1)N(C(OC1=CC=C(C=C1)C(C)C)=O)C (4-isopropylphenyl N-(6-methoxy-2-pyridyl)-N-methylcarbamate). Isolated yield 85.4%. Reaction SMILES: [CH3:1][O:2][C:3]1[N:8]=[C:7]([N:9]([CH3:13])[C:10](Cl)=[O:11])[CH:6]=[CH:5][CH:4]=1.[CH:14]([C:17]1[CH:22]=[CH:21][C:20]([OH:23])=[CH:19][CH:18]=1)([CH3:16])[CH3:15].C(=O)([O-])[O-].[K+].[K+].O>C(C(C)=O)C>[CH3:1][O:2][C:3]1[N:8]=[C:7]([N:9]([CH3:13])[C:10](=[O:11])[O:23][C:20]2[CH:21]=[CH:22][C:17]([CH:14]([CH3:16])[CH3:15])=[CH:18][CH:19]=2)[CH:6]=[CH:5][CH:4]=1 |f:2.3.4|. Procedure: A mixture of 2.01 g of N-(6-methoxy-2-pyridyl)-N-methylcarbamoylchloride, 1.36 g of 4-isopropylphenol, and 1.38 g of anhydrous potassium carbonate in 50 ml of methyl ethyl ketone was refluxed for 5 hours. After the reaction mixture was cooled to room temperature, it was poured into cold water and the product was extracted with benzene. The benzene solution, successively washed with water and brine, was dried over anhydrous magnesium sulfate. The residue obtained by the removal of benzene under r... The reactants are GS115-MSP10, C([C@@H](O)C)(=O)[O-].[Na+] (sodium L-lactate), [OH-].[Na+] (NaOH), CCCCCCCCCCCCC[N+](C)(C)CC=1C=CC=CC1.[Cl-] (benzalkonium chloride), O=O (oxygen). Run in aqueous solution. Conditions: time 4 hour. Product: C(C(=O)C)(=O)[O-] (pyruvate), C(C)(=O)[O-] (acetate). RXN SMILES: [C:1]([O-:6])(=[O:5])[C@H:2]([CH3:4])[OH:3].[Na+].[OH-].[Na+].CCCCCCCCCCCCC[N+](CC1C=CC=CC=1)(C)C.[Cl-].O=O>>[C:1]([O-:6])(=[O:5])[C:2]([CH3:4])=[O:3].[C:1]([O-:6])(=[O:5])[CH3:2] |f:0.1,2.3,4.5|. Procedure details: The procedure described in Example 11 was repeated using 100 mL of an aqueous solution containing sodium L-lactate (0.713M) at pH 7.5 (adjusted with 50% NaOH), to which was added 5.00 g (wet weight) of Pichia pastoris transformant GS115-MSP10 (3.27 IU/mL glycolate oxidase and 10,200 IU/mL catalase) which had been permeabilized by treatment with 0.1% benzalkonium chloride ("BARQUAT" MB-50); no buffer was added. The reaction temperature was 5° C. and the oxygen pressure was 70 psig. After 4 hours,... Starting materials: C(C)(C)(C)OC(=O)N1C(CSCC1)C(=O)O (4-(t-butoxycarbonyl)thiomorpholine-3-carboxylic acid), P(=O)(OCC)([O-])C#N (ethyl cyanophosphate), N1CCCC1 (pyrrolidine), O (Water). Run in O1CCCC1 (tetrahydrofuran), O1CCCC1 (tetrahydrofuran), O1CCCC1 (tetrahydrofuran). Product: C(C)(C)(C)OC(=O)N1C(CSCC1)C(=O)N1CCCC1 (4-(t-butoxycarbonyl)-3-(pyrrolidine-1-carbonyl)thiomorpholine). Yield: 74.0%. As a reaction SMILES: [NH:1]1[CH2:5][CH2:4][CH2:3][CH2:2]1.[C:6]([O:10][C:11]([N:13]1[CH2:18][CH2:17][S:16][CH2:15][CH:14]1[C:19](O)=[O:20])=[O:12])([CH3:9])([CH3:8])[CH3:7].P(C#N)([O-])(OCC)=O.O>O1CCCC1>[C:6]([O:10][C:11]([N:13]1[CH2:18][CH2:17][S:16][CH2:15][CH:14]1[C:19]([N:1]1[CH2:5][CH2:4][CH2:3][CH2:2]1)=[O:20])=[O:12])([CH3:9])([CH3:8])[CH3:7]. Procedure: followed by a solution of pyrrolidine (2.0 ml) in 10 ml of tetrahydrofuran, was added at 0° C. under a stream of nitrogen to a solution of 5.0 g of 4-(t-butoxycarbonyl)thiomorpholine-3-carboxylic acid in 100 ml of tetrahydrofuran. After the mixture had been stirred for I hour, a solution of 3.6 g of ethyl cyanophosphate in 10 ml of tetrahydrofuran was added to the mixture and the mixture was stirred for 5 hours. Water was added to the reaction mixture and the mixture was extracted with ethyl ace... Starting materials: CCCC[N+](CCCC)(CCCC)CCCC.[F-] (TBAF), C(C)(C)(C)[SiH2]OC(C1(CCCC1)C#CC=1C=CC2=C(N(C(=N2)C)C2=NC(=NC=N2)N)C1)(C)C (4-{6-[1-(tert-butyl-dimethyl-silanyloxymethyl)-cyclopentylethynyl]-2-methyl-benzoimidazol-1-yl}-[1,3,5]triazin-2-ylamine), O (Water). Run in C1CCOC1 (THF). Run at time 12 hour. Product: NC1=NC(=NC=N1)N1C(=NC2=C1C=C(C=C2)C#CC2(CCCC2)CO)C ({1-[3-(4-amino-[1,3,5]triazin-2-yl)-2-methyl-3H-benzoimidazol-5-ylethynyl]-cyclopentyl}-methanol). RXN SMILES: C([SiH2][O:6][C:7](C)(C)[C:8]1([C:13]#[C:14][C:15]2[CH:16]=[CH:17][C:18]3[N:22]=[C:21]([CH3:23])[N:20]([C:24]4[N:29]=[CH:28][N:27]=[C:26]([NH2:30])[N:25]=4)[C:19]=3[CH:31]=2)[CH2:12][CH2:11][CH2:10][CH2:9]1)(C)(C)C.CCCC[N+](CCCC)(CCCC)CCCC.[F-].O>C1COCC1>[NH2:30][C:26]1[N:27]=[CH:28][N:29]=[C:24]([N:20]2[C:19]3[CH:31]=[C:15]([C:14]#[C:13][C:8]4([CH2:7][OH:6])[CH2:9][CH2:10][CH2:11][CH2:12]4)[CH:16]=[CH:17][C:18]=3[N:22]=[C:21]2[CH3:23])[N:25]=1 |f:1.2|. Procedure: 4-{6-[1-(tert-butyl-dimethyl-silanyloxymethyl)-cyclopentylethynyl]-2-methyl-benzoimidazol-1-yl}-[1,3,5]triazin-2-ylamine (6-e) (80 mg, 0.17 mmol) was dissolved in THF (100 mL), TBAF (113 mg, 0.43 mmol) was added. The resulting mixture was stirred at room temperature for 12 h. Water (5 mL) was added, extracted with EtOAc. The organic phase was concentrated, purified via prep-TLC separation to afford the title target (27.5 mg, 47%): 1H NMR (400 MHz, DMSO) delta 1.55-1.76 (m, 8H), 2.86 (s, 3H), 3.4... Reactants: O=C([O-])O, CC[N+](=O)[O-], CC(=O)[O-], CC(=O)O, [Na+], [Na+], O, Cc1nc(-c2ccc(C=O)c(O)c2)co1. Yields the product Cc1nc(-c2ccc(C#N)c(O)c2)co1. Reaction SMILES: [C:26](=[O:27])([OH:28])[O-:29].[CH3:16][CH2:17][N+:18](=[O:19])[O-:20].[CH3:22][C:23](=[O:24])[O-:25].[CH3:31][C:32](=[O:33])[OH:34].[Na+:21].[Na+:30].[OH2:35].[OH:1][c:2]1[c:3]([CH:4]=[O:5])[cH:6][cH:7][c:8](-[c:10]2[n:11][c:12]([CH3:15])[o:13][cH:14]2)[cH:9]1>>[OH:1][c:2]1[c:3]([C:4]#[N:18])[cH:6][cH:7][c:8](-[c:10]2[n:11][c:12]([CH3:15])[o:13][cH:14]2)[cH:9]1.